The task is: describe an organic reaction: reactants, conditions, products, and yield. This data is from the Open Reaction Database (ORD), a public repository of structured organic reaction records. The reactants are C1(CCCCC1)C1=CC(=NN1CC1=CC=C(C(=O)O)C=C1)C1=CC=C(C=C1)OC(F)(F)F (4-({5-Cyclohexyl-3-[4-(trifluoromethoxy)phenyl]-1H-pyrazol-1-yl}methyl)benzoic acid), C=1C=CC2=C(C1)N=NN2O (HOBt), C(C)(C)N(CC)C(C)C (Diisopropylethylamine), Cl.C(C)OC([C@@H](N)CN)=O (β-amino-alanine ethyl ester hydrochloride). The solvent is CN(C)C=O (DMF), C(CCl)Cl (EDC). Reaction conditions: time 16 hour. The product is C1(CCCCC1)C1=CC(=NN1CC1=CC=C(C(=O)NCCC(=O)OCC)C=C1)C1=CC=C(C=C1)OC(F)(F)F (Ethyl N-[4-({5-cyclohexyl-3-[4-(trifluoromethoxy)phenyl]-1H-pyrazol-1-yl}methyl)benzoyl]-β-alaninate). Reaction SMILES: [CH:1]1([C:7]2[N:11]([CH2:12][C:13]3[CH:21]=[CH:20][C:16]([C:17](O)=[O:18])=[CH:15][CH:14]=3)[N:10]=[C:9]([C:22]3[CH:27]=[CH:26][C:25]([O:28][C:29]([F:32])([F:31])[F:30])=[CH:24][CH:23]=3)[CH:8]=2)[CH2:6][CH2:5][CH2:4][CH2:3][CH2:2]1.C1C=CC2N(O)N=NC=2C=1.C(N(C(C)C)CC)(C)C.Cl.[CH2:53]([O:55][C:56](=[O:61])[C@H:57]([CH2:59][NH2:60])N)[CH3:54]>CN(C=O)C.C(Cl)CCl>[CH:1]1([C:7]2[N:11]([CH2:12][C:13]3[CH:21]=[CH:20][C:16]([C:17]([NH:60][CH2:59][CH2:57][C:56]([O:55][CH2:53][CH3:54])=[O:61])=[O:18])=[CH:15][CH:14]=3)[N:10]=[C:9]([C:22]3[CH:27]=[CH:26][C:25]([O:28][C:29]([F:30])([F:31])[F:32])=[CH:24][CH:23]=3)[CH:8]=2)[CH2:6][CH2:5][CH2:4][CH2:3][CH2:2]1 |f:3.4|. Procedure: A solution of 177.8 mg product from Step D Example 1, 92.0 mg EDC, 64.9 mg HOBt in 1.5 mL DMF was stirred at room temperature for 30 minutes. Diisopropylethylamine (DIEA, 84 μL) and β-amino-alanine ethyl ester hydrochloride (73.7 mg) were added and the mixture stirred for additional 16 hours. The solvent was removed under reduced pressure. Some crystalline product precipitated after dissolving the residue in 14 mL 3:2 MeCN and water with 0.1% TFA. More title compound was isolated by preparative ... Reactants: C(C)(C)(C)S(=O)NC1(COC1)C(C(=O)O)CC (2-{3-[(tert-butylsulfinyl)amino]oxetan-3-yl}butanoic acid), BrCC(=O)C1=CC=C(C=C1)OC(F)(F)F (2-bromo-1-[4-(trifluoromethoxy)phenyl]-ethanone). Run at time 3 hour. Yields the product C(C)(C)(C)S(=O)NC1(COC1)C(C(=O)OCC(C1=CC=C(C=C1)OC(F)(F)F)=O)CC (2-Oxo-2-[4-(trifluoromethoxy)phenyl]ethyl 2-{3-[(tert-butylsulfinyl)amino]oxetan-3-yl}butanoate). Yield: 73.1%. Reaction SMILES: [C:1]([S:5]([NH:7][C:8]1([CH:12]([CH2:16][CH3:17])[C:13]([OH:15])=[O:14])[CH2:11][O:10][CH2:9]1)=[O:6])([CH3:4])([CH3:3])[CH3:2].Br[CH2:19][C:20]([C:22]1[CH:27]=[CH:26][C:25]([O:28][C:29]([F:32])([F:31])[F:30])=[CH:24][CH:23]=1)=[O:21]>>[C:1]([S:5]([NH:7][C:8]1([CH:12]([CH2:16][CH3:17])[C:13]([O:15][CH2:19][C:20](=[O:21])[C:22]2[CH:27]=[CH:26][C:25]([O:28][C:29]([F:30])([F:31])[F:32])=[CH:24][CH:23]=2)=[O:14])[CH2:9][O:10][CH2:11]1)=[O:6])([CH3:4])([CH3:3])[CH3:2]. Procedure: Prepared by Method E using 2-{3-[(tert-butylsulfinyl)amino]oxetan-3-yl}butanoic acid (Preparation 27, 2.658 g, 10.1 mmol) and 2-bromo-1-[4-(trifluoromethoxy)phenyl]-ethanone (3.14 g, 11.1 mmol). The reaction was stirred at room temperature for 3 hours. The residue was purified by silica gel column chromatography to afford the title compound (3.435 g, 73% yield). The reactants are OC=1C2=C(N=C(N1)S)C=CC=N2 (4-hydroxypyrido[3,2-d]pyrimidine-2-thiol), C[O-].[Na+] (sodium methoxide), CO (methanol), CI (methyl iodide), CO (methanol), thiol. Run in C(C)(=O)O (acetic acid). The product is OC=1C2=C(N=C(N1)SC)C=CC=N2 (4-Hydroxy-2-methylthiopyrido[3,2-d]pyrimidine). As a reaction SMILES: [OH:1][C:2]1[C:3]2[N:12]=[CH:11][CH:10]=[CH:9][C:4]=2[N:5]=[C:6]([SH:8])[N:7]=1.[CH3:13][O-].[Na+].CO.CI>C(O)(=O)C>[OH:1][C:2]1[C:3]2[N:12]=[CH:11][CH:10]=[CH:9][C:4]=2[N:5]=[C:6]([S:8][CH3:13])[N:7]=1 |f:1.2|. Reported procedure: A mixture of 22.1 g (0.123 mot) of 4-hydroxypyrido[3,2-d]pyrimidine-2-thiol, 65 mL of 25 percent sodium methoxide in methanol (0.28 mol), 8.9 mL (20.1 g, 0.142 mol) of methyl iodide, and 500 mL of methanol was prepared and allowed to react at ambient temperature with stirring until the starting material thiol disappeared as determined by high pressure liquid chromatography (HPLC). The mixture was then acidified with acetic acid and the volatile components were removed by evaporation under reduce... The reactants are N1=C(C=CC=C1)N(C(=O)C1=CC2=C(N(C(=N2)CNC2=CC=C(C=C2)C#N)CC)C=C1)CCC(=O)OCC (1-ethyl-2-[N-(4-cyanophenyl)-aminomethyl]-benzimidazol-5-yl-carboxylic acid-N-(2-pyridyl)-N-(2-ethoxycarbonylethyl)-amide), Cl (hydrochloric acid), C(C)O (ethanol), C([O-])([O-])=O.[NH4+].[NH4+] (ammonium carbonate), C28H31N7O3. Run in ClCCl.CO (dichloromethane methanol). Yields the product Cl.N1=C(C=CC=C1)N(C(=O)C1=CC2=C(N(C(=N2)CNC2=CC=C(C=C2)C(N)=N)CC)C=C1)CCC(=O)OCC (1-ethyl-2-[N-(4-amidinophenyl)-aminomethyl]-benzimidazol-5-yl-carboxylic acid-N-(2-pyridyl)-N-(2-ethoxycarbonylethyl)-amide-hydrochloride). Isolated yield 85.0%. RXN SMILES: [N:1]1[CH:6]=[CH:5][CH:4]=[CH:3][C:2]=1[N:7]([CH2:31][CH2:32][C:33]([O:35][CH2:36][CH3:37])=[O:34])[C:8]([C:10]1[CH:30]=[CH:29][C:13]2[N:14]([CH2:27][CH3:28])[C:15]([CH2:17][NH:18][C:19]3[CH:24]=[CH:23][C:22]([C:25]#[N:26])=[CH:21][CH:20]=3)=[N:16][C:12]=2[CH:11]=1)=[O:9].[ClH:38].C(O)C.C(=O)([O-])[O-].[NH4+:46].[NH4+]>ClCCl.CO>[ClH:38].[N:1]1[CH:6]=[CH:5][CH:4]=[CH:3][C:2]=1[N:7]([CH2:31][CH2:32][C:33]([O:35][CH2:36][CH3:37])=[O:34])[C:8]([C:10]1[CH:30]=[CH:29][C:13]2[N:14]([CH2:27][CH3:28])[C:15]([CH2:17][NH:18][C:19]3[CH:24]=[CH:23][C:22]([C:25](=[NH:46])[NH2:26])=[CH:21][CH:20]=3)=[N:16][C:12]=2[CH:11]=1)=[O:9] |f:3.4.5,6.7,8.9|. Procedure: Prepared analogously to Example 25d from 1-ethyl-2-[N-(4-cyanophenyl)-aminomethyl]-benzimidazol-5-yl-carboxylic acid-N-(2-pyridyl)-N-(2-ethoxycarbonylethyl)-amide and ethanolic hydrochloric acid, ethanol and ammonium carbonate. Yield: 85% of theory, C28H31N7O3 (513.6) Rf value: 0.21 (silica gel; dichloromethane/methanol=5:1) ##EQU55##